From a dataset of the Open Reaction Database (ORD), a public repository of structured organic reaction records. describe an organic reaction: reactants, conditions, products, and yield The reactants are Cl (HCl), C(C[*:2])[*:1] (polyethylene), [C@@H]1(C[C@H](O)[C@@H](CO)O1)N1C(=O)NC(=O)C(C)=C1 (Thymidine), CN1CCOCC1 (N-methylmorpholine), CS(=O)(=O)Cl (methanesulfonyl chloride). The solvent is CC(=O)C (acetone), CC(=O)C (acetone), O (water). Product: CS(=O)(=O)O[C@H]1C[C@@H](O[C@@H]1COS(=O)(=O)C)N1C(=O)NC(=O)C(C)=C1 (3',5'-Di-O-methanesulfonylthymidine). The yield is 94.5%. As a reaction SMILES: [C@@H:1]1([N:9]2[CH:17]=[C:15]([CH3:16])[C:13](=[O:14])[NH:12][C:10]2=[O:11])[O:8][C@H:5]([CH2:6][OH:7])[C@@H:3]([OH:4])[CH2:2]1.CN1CCOCC1.[CH3:25][S:26](Cl)(=[O:28])=[O:27].Cl>O.CC(C)=O>[CH3:25][S:26]([O:4][C@@H:3]1[C@@H:5]([CH2:6][O:7][S:26]([CH3:25])(=[O:28])=[O:27])[O:8][C@@H:1]([N:9]2[CH:17]=[C:15]([CH3:16])[C:13](=[O:14])[NH:12][C:10]2=[O:11])[CH2:2]1)(=[O:28])=[O:27]. Reported procedure: A five liter, three-necked, round bottom flask was equipped with an overhead stirrer and paddle, a 500 mL dropping funnel, a Claisen adapter with thermocouple probe and a reflux condenser. Thymidine (363.3 g, 1.5 moles) and N-methylmorpholine (508.3 g, 5.02 moles) were added to the flask with acetone (2.00 L). The mixture was stirred while adding methanesulfonyl chloride (498.3 g, 4.35 moles) slowly over about one hour, with cooling to maintain 30°-35° C. during the addition. An additional 1.50 ... Reactants: CC1CCC(C(C)C)C(OC(=O)c2ccccc2)C1, O=S(=O)([O-])C(F)(F)F, O=S(=O)([O-])C(F)(F)F, O=S(=O)([O-])C(F)(F)F, [Sc+3]. Product: CC1CCC(C(C)C)C(O)C1. As a reaction SMILES: [C:1](=[O:2])([c:3]1[cH:4][cH:5][cH:6][cH:7][cH:8]1)[O:9][CH:10]1[CH2:11][CH:12]([CH3:19])[CH2:13][CH2:14][CH:15]1[CH:16]([CH3:17])[CH3:18].[S:20]([O-:21])([C:22]([F:23])([F:24])[F:25])(=[O:26])=[O:27].[S:29]([O-:30])([C:31]([F:32])([F:33])[F:34])(=[O:35])=[O:36].[S:37]([O-:38])([C:39]([F:40])([F:41])[F:42])(=[O:43])=[O:44].[Sc+3:28]>>[OH:9][CH:10]1[CH2:11][CH:12]([CH3:19])[CH2:13][CH2:14][CH:15]1[CH:16]([CH3:17])[CH3:18]. Starting materials: COC1=C(C=CC=C1)C1=C(C=NO1)C(=O)O (5-(2-methoxyphenyl)-isoxazole-4-carboxylic acid), C1(=CC=CC=C1)C1CNCC1 (3-phenylpyrrolidine), F[B-](F)(F)F.N1(N=NC2=C1C=CC=C2)OC(=[N+](C)C)N(C)C (O-(benzotriazol-1-yl)-N,N,N′,N′-tetramethyluronium tetrafluoroborate), C(C)(C)N(CC)C(C)C (diisopropylethylamine). The solvent is CN(C=O)C (dimethylformamide). Product: COC1=C(C=CC=C1)C1=C(C=NO1)C(=O)N1CC(CC1)C1=CC=CC=C1 (5-(2-methoxyphenyl)-4-[(3-phenylpyrrolidin-1-yl)carbonyl]isoxazole). Reaction SMILES: [CH3:1][O:2][C:3]1[CH:8]=[CH:7][CH:6]=[CH:5][C:4]=1[C:9]1[O:13][N:12]=[CH:11][C:10]=1[C:14]([OH:16])=O.[C:17]1([CH:23]2[CH2:27][CH2:26][NH:25][CH2:24]2)[CH:22]=[CH:21][CH:20]=[CH:19][CH:18]=1.F[B-](F)(F)F.N1(OC(N(C)C)=[N+](C)C)C2C=CC=CC=2N=N1.C(N(C(C)C)CC)(C)C>CN(C)C=O>[CH3:1][O:2][C:3]1[CH:8]=[CH:7][CH:6]=[CH:5][C:4]=1[C:9]1[O:13][N:12]=[CH:11][C:10]=1[C:14]([N:25]1[CH2:26][CH2:27][CH:23]([C:17]2[CH:22]=[CH:21][CH:20]=[CH:19][CH:18]=2)[CH2:24]1)=[O:16] |f:2.3|. Procedure details: 5-(2-methoxyphenyl)-isoxazole-4-carboxylic acid (50.6 mg, 0.231 mmol), 3-phenylpyrrolidine (40 mg, 0.271 mmol), O-(benzotriazol-1-yl)-N,N,N′,N′-tetramethyluronium tetrafluoroborate (92.6 mg, 0.288 mmol) and diisopropylethylamine (49.7 mg, 0.384 mmol) were mixed in dimethylformamide (1.5 mL) and stirred at room temperature over night. Solvent was evaporated in vacuo (0.5-1.0 mL) and the residue was taken up in dichloromethane (1 mL), filtered and purified by normal-phase chromatography (20-50% Et... Starting materials: C([O-])([O-])=O.[K+].[K+] (potassium carbonate), CS(=O)(=O)N1CCC(=CC1)C=1C=C2C(=CN1)O[C@@](C2)(C2CCNCC2)C ((S)-5-(1-methanesulfonyl-1,2,3,6-tetrahydro-pyridin-4-yl)-2-methyl-2-piperidin-4-yl-2,3-dihydro-furo[2,3-c]pyridine), Intermediate 41, ClC1=NC=C(C=C1)C(F)(F)F (2-chloro-5-(trifluoromethyl)pyridine). Run in CS(=O)C (dimethylsulfoxide). Product: CS(=O)(=O)N1CCC(=CC1)C=1C=C2C(=CN1)O[C@@](C2)(C2CCN(CC2)C2=NC=C(C=C2)C(F)(F)F)C ((S)-5-(1-Methanesulfonyl-1,2,3,6-tetrahydro-pyridin-4-yl)-2-methyl-2-[1-(5-trifluoromethyl-pyridin-2-yl)-piperidin-4-yl]-2,3-dihydro-furo[2,3-c]pyridine). As a reaction SMILES: [CH3:1][S:2]([N:5]1[CH2:10][CH:9]=[C:8]([C:11]2[CH:12]=[C:13]3[CH2:19][C@@:18]([CH3:26])([CH:20]4[CH2:25][CH2:24][NH:23][CH2:22][CH2:21]4)[O:17][C:14]3=[CH:15][N:16]=2)[CH2:7][CH2:6]1)(=[O:4])=[O:3].Cl[C:28]1[CH:33]=[CH:32][C:31]([C:34]([F:37])([F:36])[F:35])=[CH:30][N:29]=1.C(=O)([O-])[O-].[K+].[K+]>CS(C)=O>[CH3:1][S:2]([N:5]1[CH2:6][CH:7]=[C:8]([C:11]2[CH:12]=[C:13]3[CH2:19][C@@:18]([CH3:26])([CH:20]4[CH2:25][CH2:24][N:23]([C:28]5[CH:33]=[CH:32][C:31]([C:34]([F:37])([F:36])[F:35])=[CH:30][N:29]=5)[CH2:22][CH2:21]4)[O:17][C:14]3=[CH:15][N:16]=2)[CH2:9][CH2:10]1)(=[O:3])=[O:4] |f:2.3.4|. Reported procedure: The title compound is prepared from (S)-5-(1-methanesulfonyl-1,2,3,6-tetrahydro-pyridin-4-yl)-2-methyl-2-piperidin-4-yl-2,3-dihydro-furo[2,3-c]pyridine (Intermediate 41; the configuration of the stereocenter is arbitrarily assigned) and 2-chloro-5-(trifluoromethyl)pyridine in dimethylsulfoxide at 100° C. in the presence of potassium carbonate. LC (method 4): tR=1.04 min; Mass spectrum (ESI+): m/z=523 [M+H]+. Starting materials: COC(C=1C(N)=CC=CC1)=O (anthranilic acid methyl ester), C(CCCC)O (n-pentanol), C([O-])([O-])=O.[K+].[K+] (potassium carbonate). Conditions: time 8 hour. The product is 588, C(CCCC)OC(C=1C(N)=CC=CC1)=O (anthranilic acid n-pentyl ester). Yield: 95.0%. RXN SMILES: [CH3:1][O:2][C:3](=[O:11])[C:4]1[C:5](=[CH:7][CH:8]=[CH:9][CH:10]=1)[NH2:6].[CH2:12](O)[CH2:13][CH2:14][CH2:15]C.C(=O)([O-])[O-].[K+].[K+]>>[CH2:1]([O:2][C:3](=[O:11])[C:4]1[C:5](=[CH:7][CH:8]=[CH:9][CH:10]=1)[NH2:6])[CH2:12][CH2:13][CH2:14][CH3:15] |f:2.3.4|. Procedure: 450 parts of anthranilic acid methyl ester, 500 parts of n-pentanol and 10 parts of potassium carbonate are reacted as described in Example 1. The reaction lasts for about 8 hours. There are obtained 588 parts of anthranilic acid n-pentyl ester (boiling point 132°-135° C. under 0.3-0.4 mm Hg; nD25 1.538; purity according to gas chromatography 99%, below 0.2% of anthranilic acid methyl ester). Yield: 95% of the theory. Starting materials: [Br-], [Li]CCCC, CCOC(=O)CC1(CCC(C=O)CCc2ccc(C(=O)OC)cc2)CC1, C1CCOC1, CCCCCC, [Cl-], [NH4+], Oc1ccccc1C[P+](c1ccccc1)(c1ccccc1)c1ccccc1. Yields the product CCOC(=O)CC1(CCC(C=Cc2ccccc2O)CCc2ccc(C(=O)OC)cc2)CC1. Reaction SMILES: [Br-:6].[CH2:1]([Li:2])[CH2:3][CH2:4][CH3:5].[CH2:34]([CH3:35])[O:36][C:37]([CH2:38][C:39]1([CH2:42][CH2:43][CH:44]([CH2:45][CH2:46][c:47]2[cH:48][cH:49][c:50]([C:51](=[O:52])[O:53][CH3:54])[cH:55][cH:56]2)[CH:57]=[O:58])[CH2:40][CH2:41]1)=[O:59].[CH2:68]1[O:69][CH2:70][CH2:71][CH2:72]1.[CH3:62][CH2:63][CH2:64][CH2:65][CH2:66][CH3:67].[Cl-:60].[NH4+:61].[OH:7][c:8]1[c:9]([CH2:10][P+:11]([c:12]2[cH:13][cH:14][cH:15][cH:16][cH:17]2)([c:18]2[cH:19][cH:20][cH:21][cH:22][cH:23]2)[c:24]2[cH:25][cH:26][cH:27][cH:28][cH:29]2)[cH:30][cH:31][cH:32][cH:33]1>>[OH:7][c:8]1[c:9]([CH:10]=[CH:57][CH:44]([CH2:43][CH2:42][C:39]2([CH2:38][C:37]([O:36][CH2:34][CH3:35])=[O:59])[CH2:40][CH2:41]2)[CH2:45][CH2:46][c:47]2[cH:48][cH:49][c:50]([C:51](=[O:52])[O:53][CH3:54])[cH:55][cH:56]2)[cH:30][cH:31][cH:32][cH:33]1. Reactants: CC1=C(C=CC(=C1)F)N1C=CC=2C(=NC=3C(=CC=CC3C21)OC(F)(F)F)Cl (1-(2-Methyl-4-fluorophenyl)-4-chloro-6-trifluoromethoxypyrrolo[3,2-c]quinoline). The solvent is C(O)CN (ethanolamine). The product is CC1=C(C=CC(=C1)F)N1C=CC=2C(=NC=3C(=CC=CC3C21)OC(F)(F)F)NCCO (1-(2-methyl-4-fluorophenyl)-4-[(2-hydroxyethyl)amino]-6-trifluoromethoxypyrrolo[3,2-c]quinoline). Yield: 228.0%. As a reaction SMILES: [CH3:1][C:2]1[CH:7]=[C:6]([F:8])[CH:5]=[CH:4][C:3]=1[N:9]1[C:21]2[C:20]3[CH:19]=[CH:18][CH:17]=[C:16]([O:22][C:23]([F:26])([F:25])[F:24])[C:15]=3[N:14]=[C:13](Cl)[C:12]=2[CH:11]=[CH:10]1>C(CN)O>[CH3:1][C:2]1[CH:7]=[C:6]([F:8])[CH:5]=[CH:4][C:3]=1[N:9]1[C:21]2[C:20]3[CH:19]=[CH:18][CH:17]=[C:16]([O:22][C:23]([F:26])([F:25])[F:24])[C:15]=3[N:14]=[C:13]([NH:14][CH2:15][CH2:16][OH:22])[C:12]=2[CH:11]=[CH:10]1. Procedure: 1-(2-Methyl-4-fluorophenyl)-4-chloro-6-trifluoromethoxypyrrolo[3,2-c]quinoline(394 mg, 1.0 mmol) was dissolved in ethanolamine(5 ml) in the pressure tube, and reacted at the same condition of Step 3 in the Example 20 to obtain 478 mg of desired compound as solid in 90% of yield.